This data is from the Open Reaction Database (ORD), a public repository of structured organic reaction records. The task is: describe an organic reaction: reactants, conditions, products, and yield Reactants: C(C1=CC=CC=C1)C=1SC(=C(C1C(=O)C1=CC(=C(C=C1)O)C1CCCC1)C)C ((2-benzyl-4,5-dimethyl-thiophen-3-yl)-(3-cyclopentyl-4-hydroxy-phenyl)-methanone), ClS(=O)(=O)C1=CC(=C(C(=O)O)C=C1)O (4-chlorosulphonyl-2-hydroxybenzoic acid). Yields the product C(C1=CC=CC=C1)C=1SC(=C(C1C(=O)C1=CC(=C(OS(=O)(=O)C2=CC(=C(C(=O)O)C=C2)O)C=C1)C1CCCC1)C)C (4-[4-(2-Benzyl-4,5-dimethyl-thiophene-3-carbonyl)-2-cyclopentyl-phenoxysulfonyl]-2-hydroxy-benzoic Acid). The yield is 56.7%. As a reaction SMILES: [CH2:1]([C:8]1[S:9][C:10]([CH3:28])=[C:11]([CH3:27])[C:12]=1[C:13]([C:15]1[CH:20]=[CH:19][C:18]([OH:21])=[C:17]([CH:22]2[CH2:26][CH2:25][CH2:24][CH2:23]2)[CH:16]=1)=[O:14])[C:2]1[CH:7]=[CH:6][CH:5]=[CH:4][CH:3]=1.Cl[S:30]([C:33]1[CH:41]=[CH:40][C:36]([C:37]([OH:39])=[O:38])=[C:35]([OH:42])[CH:34]=1)(=[O:32])=[O:31]>>[CH2:1]([C:8]1[S:9][C:10]([CH3:28])=[C:11]([CH3:27])[C:12]=1[C:13]([C:15]1[CH:20]=[CH:19][C:18]([O:21][S:30]([C:33]2[CH:41]=[CH:40][C:36]([C:37]([OH:39])=[O:38])=[C:35]([OH:42])[CH:34]=2)(=[O:32])=[O:31])=[C:17]([CH:22]2[CH2:26][CH2:25][CH2:24][CH2:23]2)[CH:16]=1)=[O:14])[C:2]1[CH:3]=[CH:4][CH:5]=[CH:6][CH:7]=1. Reported procedure: The title compound was prepared according to the procedure in Example 4 using (2-benzyl-4,5-dimethyl-thiophen-3-yl)-(3-cyclopentyl-4-hydroxy-phenyl)-methanone (0.505 g, 1.29 mmol) and 4-chlorosulphonyl-2-hydroxybenzoic acid (0.612 g, 2.58 mmol). Purification on 2% H3PO4/MeOH treated silica gel, eluting with 15% EtOAc/hexane gave 0.432 g (57%) of the title compound a pale yellow solid, mp 70-77° C. 1H NMR (DMSO-d6) δ 1.29-1.34 (m, 2H), 1.51-1.57 (m, 2H), 1.62-1.77 (m,4H), 1.79 (s, 3H), 2.25 (s, 3... The reactants are ClC1=C(C=C(C=C1)C(F)(F)F)C=1N=CC(=NC1)NC(C1=C(C=CC=C1F)F)=O (N-[5-(2-Chloro-5-trifluoromethyl-phenyl)-pyrazin-2-yl]-2,6-difluoro-benzamide), FC1=C(C(=O)Cl)C=CN=C1 (3-fluoro-isonicotinoyl chloride). The product is ClC1=C(C=C(C=C1)C(F)(F)F)C=1N=CC(=NC1)NC(C1=C(C=NC=C1)F)=O (N-[5-(2-Chloro-5-trifluoromethyl-phenyl)-pyrazin-2-yl]-3-fluoro-isonicotinamide). RXN SMILES: [Cl:1][C:2]1[CH:7]=[CH:6][C:5]([C:8]([F:11])([F:10])[F:9])=[CH:4][C:3]=1[C:12]1[N:13]=[CH:14][C:15]([NH:18][C:19](=[O:28])[C:20]2[C:25]([F:26])=[CH:24]C=[CH:22][C:21]=2F)=[N:16][CH:17]=1.FC1C=[N:37]C=CC=1C(Cl)=O>>[Cl:1][C:2]1[CH:7]=[CH:6][C:5]([C:8]([F:10])([F:9])[F:11])=[CH:4][C:3]=1[C:12]1[N:13]=[CH:14][C:15]([NH:18][C:19](=[O:28])[C:20]2[CH:21]=[CH:22][N:37]=[CH:24][C:25]=2[F:26])=[N:16][CH:17]=1. Reported procedure: Compound 2 was prepared in an analogous fashion to Compound 1 except that 3-fluoro-isonicotinoyl chloride was used instead of 2,6-difluoro-benzoyl chloride. The reactants are CCOC(=O)c1ccc(C#Cc2ccc3c(c2)N(c2ccc(C)cc2)CCC3(C)C)cc1F, CO, [Li+], C1CCOC1, [OH-]. Product: Cc1ccc(N2CCC(C)(C)c3ccc(C#Cc4ccc(C(=O)O)c(F)c4)cc32)cc1. Reaction SMILES: [CH3:1][C:2]1([CH3:33])[CH2:3][CH2:4][N:5]([c:26]2[cH:27][cH:28][c:29]([CH3:32])[cH:30][cH:31]2)[c:6]2[cH:7][c:8]([C:12]#[C:13][c:14]3[cH:15][c:16]([F:25])[c:17]([C:18](=[O:19])[O:20][CH2:21][CH3:22])[cH:23][cH:24]3)[cH:9][cH:10][c:11]21.[CH3:41][OH:42].[Li+:35].[O:36]1[CH2:37][CH2:38][CH2:39][CH2:40]1.[OH-:34]>>[CH3:1][C:2]1([CH3:33])[CH2:3][CH2:4][N:5]([c:26]2[cH:27][cH:28][c:29]([CH3:32])[cH:30][cH:31]2)[c:6]2[cH:7][c:8]([C:12]#[C:13][c:14]3[cH:15][c:16]([F:25])[c:17]([C:18](=[O:19])[OH:20])[cH:23][cH:24]3)[cH:9][cH:10][c:11]21. The reactants are BrCCC[Si](CCC1=C2C(=NC=3C4=CC5=C(C(N4CC13)=O)COC([C@]5(O)CC)=O)C=CC=C2)(C)C ((4S)-11-{2-[(3-bromopropyl)-dimethylsilanyl]-ethyl}-4-ethyl-4-hydroxy-1,12-dihydro-4H-2-oxa-6,12a-diaza-dibenzo[b,h]fluorene-3,13-dione), N1C=NC=C1 (imidazole). Run in CN(C=O)C (N,N-dimethylformamide). The product is C(C)[C@]1(C(OCC2=C1C=C1C=3N=C4C(=C(C3CN1C2=O)CC[Si](C)(C)CCCN2C=NC=C2)C=CC=C4)=O)O ((4S)-4-ethyl-4-hydroxy-11-{2-[(3-imidazol-1-yl-propyl)-dimethyl-silanyl]-ethyl}-1,12-dihydro-4H-2-oxa-6,12a-diaza-dibenzo[b,h]fluorene-3,13-dione). The yield is 77.0%. As a reaction SMILES: Br[CH2:2][CH2:3][CH2:4][Si:5]([CH3:35])([CH3:34])[CH2:6][CH2:7][C:8]1[C:20]2[CH2:19][N:18]3[C:13](=[CH:14][C:15]4[C@:25]([CH2:27][CH3:28])([OH:26])[C:24](=[O:29])[O:23][CH2:22][C:16]=4[C:17]3=[O:21])[C:12]=2[N:11]=[C:10]2[CH:30]=[CH:31][CH:32]=[CH:33][C:9]=12.[NH:36]1[CH:40]=[CH:39][N:38]=[CH:37]1>CN(C)C=O>[CH2:27]([C@:25]1([OH:26])[C:15]2[CH:14]=[C:13]3[N:18]([C:17](=[O:21])[C:16]=2[CH2:22][O:23][C:24]1=[O:29])[CH2:19][C:20]1[C:8]([CH2:7][CH2:6][Si:5]([CH2:4][CH2:3][CH2:2][N:36]2[CH:40]=[CH:39][N:38]=[CH:37]2)([CH3:34])[CH3:35])=[C:9]2[CH:33]=[CH:32][CH:31]=[CH:30][C:10]2=[N:11][C:12]3=1)[CH3:28]. Procedure details: A solution of Compound 11 (60 mg) and imidazole (37 mg) in dry N,N-dimethylformamide (1 mL) was heated at 70° C. for 16 hours under argon. The N,N-dimethylformamide was removed from the reaction mixture under vacuum and the residue was directly eluted on a silica gel column using 3% ethanol in dichloromethane to obtain the required product in 77% yield (45 mg). The reactants are raw materials, raw materials, [H][H] (hydrogen), C([O-])([O-])=O.[Li+].[Li+] (lithium carbonate), C([O-])([O-])=O.[Li+].[Li+] (lithium carbonate), raw materials, P(=O)([O-])([O-])[O-].[B+3] (boron phosphate), [O-2].[Gd+3].[Tb+3].[Ce+3].[La+3].[O-2].[O-2].[O-2].[O-2].[O-2] (lanthanum cerium terbium gadolinium oxide), P(=O)([O-])([O-])[O-].[B+3] (boron phosphate), [O-2].[Gd+3].[Tb+3].[Ce+3].[La+3].[O-2].[O-2].[O-2].[O-2].[O-2] (lanthanum cerium terbium gadolinium oxide). Reaction conditions: time 5 minute. Yields the product P(=O)([O-])([O-])[O-].[Gd+3].[Tb+3].[Ce+3].[La+3].P(=O)([O-])([O-])[O-].P(=O)([O-])([O-])[O-].P(=O)([O-])([O-])[O-] (Lanthanum Cerium Terbium Gadolinium Phosphate). Reaction SMILES: [O-2].[Gd+3:2].[Tb+3:3].[Ce+3:4].[La+3:5].[O-2].[O-2].[O-2].[O-2].[O-2].[P:11]([O-:15])([O-:14])([O-:13])=[O:12].[B+3].C(=O)([O-])[O-].[Li+].[Li+].[H][H]>>[P:11]([O-:15])([O-:14])([O-:13])=[O:12].[Gd+3:2].[Tb+3:3].[Ce+3:4].[La+3:5].[P:11]([O-:15])([O-:14])([O-:13])=[O:12].[P:11]([O-:15])([O-:14])([O-:13])=[O:12].[P:11]([O-:15])([O-:14])([O-:13])=[O:12] |f:0.1.2.3.4.5.6.7.8.9,10.11,12.13.14,16.17.18.19.20.21.22.23|. Procedure: The following raw materials were combined in a plastic V-blender: 333 grams of lanthanum cerium terbium gadolinium oxide, 219.14 grams of boron phosphate, and 3.65 grams of lithium carbonate. The molar ratios of the raw materials were thus 1.0 mole of lanthanum cerium terbium gadolinium oxide, 1.05 moles of boron phosphate, and 0.025 mole of lithium carbonate (0.05 mole of lithium ions). The raw materials were V-blended for 15 minutes and then blended for 5 minutes with an intensifying bar, foll... Starting materials: BrC=1C=NC=C(C1)CCl (3-bromo-5-(chloromethyl)pyridine), C[C@@H]1N[C@@H](CCC1)C ((2S,6R)-2,6-dimethylpiperidine), C(=O)([O-])[O-].[K+].[K+] (K2CO3), C[C@@H]1N[C@@H](CCC1)C ((2S,6R)-2,6-dimethylpiperidine). The solvent is CC#N (MeCN). The product is BrC=1C=NC=C(C1)CN1[C@@H](CCC[C@@H]1C)C (3-bromo-5-(((2R,6S)-2,6-dimethylpiperidin-1-yl)methyl)pyridine). Yield: 53.5%. As a reaction SMILES: [Br:1][C:2]1[CH:3]=[N:4][CH:5]=[C:6]([CH2:8]Cl)[CH:7]=1.[CH3:10][C@H:11]1[CH2:16][CH2:15][CH2:14][C@@H:13]([CH3:17])[NH:12]1.C([O-])([O-])=O.[K+].[K+]>CC#N>[Br:1][C:2]1[CH:3]=[N:4][CH:5]=[C:6]([CH2:8][N:12]2[C@@H:13]([CH3:17])[CH2:14][CH2:15][CH2:16][C@H:11]2[CH3:10])[CH:7]=1 |f:2.3.4|. Procedure: To a solution of 3-bromo-5-(chloromethyl)pyridine (XLVI) (1.17 g, 4.8 mmol) in MeCN (0.2 mL) and (2S,6R)-2,6-dimethylpiperidine (2.6 mL, 19.3 mmol) was added K2CO3 (667 mg, 4.8 mmol). The reaction was refluxed for 5 hrs. TLC showed the presence of starting material so additional (2S,6R)-2,6-dimethylpiperidine (2.0 mL, 14.8 mmol) was added and the reaction was refluxed for an additional 5 hrs. The solvent was removed and the residue was partitioned between EtOAc/water. The EtOAc was separated and... Starting materials: C(C1=CC=CC=C1)N1CC[C@H]2C(C3=CC=C(C=C3[C@H]2C1)C1=C(C=C(C=C1)Cl)Cl)=O (cis-3-benzyl-6-(2,4-dichloro-phenyl)-1,2,3,4,4a,9a-hexahydro-3-aza-fluoren-9-one). Reagents/catalysts: [OH-].[OH-].[Pd+2] (Pd(OH)2). Run in CO (MeOH). Reaction conditions: temperature 20 celsius, time 15 hour. Yields the product ClC1=C(C=CC(=C1)Cl)C=1C=C2[C@H]3CNCC[C@H]3C(C2=CC1)=O (cis-6-(2,4-Dichloro-phenyl)-1,2,3,4,4a,9a-hexahydro-3-aza-fluoren-9-one). As a reaction SMILES: C([N:8]1[CH2:20][C@H:19]2[C@H:11]([C:12](=[O:29])[C:13]3[C:18]2=[CH:17][C:16]([C:21]2[CH:26]=[CH:25][C:24]([Cl:27])=[CH:23][C:22]=2[Cl:28])=[CH:15][CH:14]=3)[CH2:10][CH2:9]1)C1C=CC=CC=1>CO.[OH-].[OH-].[Pd+2]>[Cl:28][C:22]1[CH:23]=[C:24]([Cl:27])[CH:25]=[CH:26][C:21]=1[C:16]1[CH:17]=[C:18]2[C:13](=[CH:14][CH:15]=1)[C:12](=[O:29])[C@H:11]1[C@@H:19]2[CH2:20][NH:8][CH2:9][CH2:10]1 |f:2.3.4|. Procedure details: To a solution of cis-3-benzyl-6-(2,4-dichloro-phenyl)-1,2,3,4,4a,9a-hexahydro-3-aza-fluoren-9-one (132 mg, 0.31 mmol) in MeOH (4.0 mL) was added Pd(OH)2 (26 mg, 20 wt %). The reaction mixture was stirred at 20° C. for 15 h under H2 atmosphere, filtered through celite and concentrated in vacuo to give the crude title compound.